From a dataset of the Open Reaction Database (ORD), a public repository of structured organic reaction records. describe an organic reaction: reactants, conditions, products, and yield Starting materials: resultant solution, [Cl-].[NH4+] (ammonium chloride), C(C#C)Br (propargyl bromide), C1(=CC=CC=C1)CCCCCC(=O)O (6-phenylhexanoic acid), C([O-])([O-])=O.[K+].[K+] (potassium carbonate). Solvent: CN(C=O)C (N,N-dimethylformamide), CN(C=O)C (N,N-dimethylformamide). Yields the product C1(=CC=CC=C1)CCCCCC(=O)OCC#C (propargyl 6-phenylhexanoate). As a reaction SMILES: [CH2:1](Br)[C:2]#[CH:3].[C:5]1([CH2:11][CH2:12][CH2:13][CH2:14][CH2:15][C:16]([OH:18])=[O:17])[CH:10]=[CH:9][CH:8]=[CH:7][CH:6]=1.C(=O)([O-])[O-].[K+].[K+].[Cl-].[NH4+]>CN(C)C=O>[C:5]1([CH2:11][CH2:12][CH2:13][CH2:14][CH2:15][C:16]([O:18][CH2:3][C:2]#[CH:1])=[O:17])[CH:10]=[CH:9][CH:8]=[CH:7][CH:6]=1 |f:2.3.4,5.6|. Reported procedure: Two milliliters of a dry N,N-dimethylformamide solution of 618 mg of propargyl bromide is added by drops to a mixture of 1 g of 6-phenylhexanoic acid, 862 mg of potassium carbonate and 20 ml of dry N,N-dimethylformamide at room temperature with stirring. After stirring for 24 hours, the resultant solution is poured into an aqueous saturated ammonium chloride solution cooled with ice. The resulting mixture is then extracted twice with diethyl ether. The extracts are combined, washed with water an... The reactants are C(CCCCN)N (1,5-pentanediamine), C(CCCCC(=O)O)(=O)O (adipic acid). Product: C(CCCCC(=O)O)(=O)O.C(CCCCN)N (1,5-pentanediamine adipate). RXN SMILES: [CH2:1]([NH2:7])[CH2:2][CH2:3][CH2:4][CH2:5][NH2:6].[C:8]([OH:17])(=[O:16])[CH2:9][CH2:10][CH2:11][CH2:12][C:13]([OH:15])=[O:14]>>[C:8]([OH:17])(=[O:16])[CH2:9][CH2:10][CH2:11][CH2:12][C:13]([OH:15])=[O:14].[CH2:1]([NH2:7])[CH2:2][CH2:3][CH2:4][CH2:5][NH2:6] |f:2.3|. Procedure details: To 10 g/L 1,5-pentanediamine (manufactured by Wako Pure Chemicals), 10 g/L aqueous adipic acid solution (manufactured by Wako Pure Chemicals) was added to pH 7, to provide an aqueous 1,5-pentanediamine adipate solution (50 L). To the resulting solution, 1 M aqueous calcium hydroxide solution (manufactured by Wako Pure Chemicals) was added to pH 9, 10 and 11, respectively, followed by stirring the resulting solution for 1 hour at 25° C. The reactants are CI, CN(C)C=O, CC(C)c1nn2c(Cl)ccc2c(-c2ccc(F)cc2)c1C=CCO, [H-], [Na+]. The product is COCC=Cc1c(C(C)C)nn2c(Cl)ccc2c1-c1ccc(F)cc1. Reaction SMILES: [CH3:27][I:28].[CH3:29][N:30]([CH3:31])[CH:32]=[O:33].[Cl:1][c:2]1[cH:3][cH:4][c:5]2[n:6]1[n:7][c:8]([CH:22]([CH3:23])[CH3:24])[c:9]([CH:18]=[CH:19][CH2:20][OH:21])[c:10]2-[c:11]1[cH:12][cH:13][c:14]([F:17])[cH:15][cH:16]1.[H-:25].[Na+:26]>>[Cl:1][c:2]1[cH:3][cH:4][c:5]2[n:6]1[n:7][c:8]([CH:22]([CH3:23])[CH3:24])[c:9]([CH:18]=[CH:19][CH2:20][O:21][CH3:27])[c:10]2-[c:11]1[cH:12][cH:13][c:14]([F:17])[cH:15][cH:16]1. The reactants are [OH-].[NH4+] (ammonium hydroxide), B-ethoxyacrylic acid ethyl ester, O1CCOCC1.O (dioxane water), NC(=S)N (Thiourea), C1CC(=O)N(C1=O)Br (NBS). Conditions: temperature 80 celsius, time 1.5 hour. The product is NC=1SC(=CN1)C(=O)OCC (ethyl 2-amino-1,3-thiazole-5-carboxylate). Reaction SMILES: [CH2:1]1[C:6](=[O:7])N(Br)C(=O)[CH2:2]1.[NH2:9][C:10]([NH2:12])=[S:11].[OH-:13].[NH4+].O1CCO[CH2:17][CH2:16]1.O>>[NH2:9][C:10]1[S:11][C:1]([C:6]([O:7][CH2:16][CH3:17])=[O:13])=[CH:2][N:12]=1 |f:2.3,4.5|. Reported procedure: To a mixture of B-ethoxyacrylic acid ethyl ester (2.0 g, 13.9 mmol) in 1:1 dioxane/water (15 mL) at −10°0 C. was added NBS (2.72 g, 15.3 mmol). Thiourea (1.06 g, 13.9 mmol) was added and the mixture was heated to 80° C. and stirred for 1.5 h. The reaction mixture was cooled to 0° C. and 5 mL of saturated ammonium hydroxide was added. A precipitate formed in 15 min. The solid was filtered, washed with water and dried under vacuum, yielding a light orange solid. As a reaction SMILES: C[O:2][C:3]([CH:5]([C:7]1[CH:16]=[CH:15][C:10]([CH2:11][CH:12]([CH3:14])[CH3:13])=[CH:9][CH:8]=1)[CH3:6])=[O:4].[OH-].[Na+].C(C1C=CC(C(=O)CC)=CC=1)C(C)C.S(=O)(=O)(O)O>CCCCCC.CO>[OH:4][C:3]([CH:5]([C:7]1[CH:8]=[CH:9][C:10]([CH2:11][CH:12]([CH3:13])[CH3:14])=[CH:15][CH:16]=1)[CH3:6])=[O:2] |f:1.2|. Procedure details: A 5.11 g. portion of the crude ibuprofen methyl ester prepared as described above was dissolved in 20 ml. of hexane and 12 ml. of methanol and cooled to 0° to 5° C. Then 6.0 g. (75 mmole) of a 50% sodium hydroxide solution was added and the resulting mixture was heated under reflux for 2 hours. On cooling, the mixture was transferred to a separatory funnel with about 50 ml. of 1 N sodium hydroxide solution and hexane. The hexane layer was extracted with about 10 ml. of 1 N aqueous sodium hydroxi... Starting materials: COC(=O)C(C)C1=CC=C(CC(C)C)C=C1 (ibuprofen methyl ester), S(O)(O)(=O)=O (sulfuric acid), C(C(C)C)C1=CC=C(C=C1)C(CC)=O (p-isobutylpropiophenone), [OH-].[Na+] (sodium hydroxide), [OH-].[Na+] (sodium hydroxide). Yields the product OC(=O)C(C)C1=CC=C(CC(C)C)C=C1 (ibuprofen). Solvent: CCCCCC (hexane), CO (methanol), CCCCCC (hexane). Reaction SMILES: C([O:8][NH:9][C:10](=[O:38])[CH2:11][CH:12]([C:27]1[CH:32]=[CH:31][C:30]([O:33][CH3:34])=[C:29]([O:35][CH2:36][CH3:37])[CH:28]=1)[N:13]1[C:17](=[O:18])[C:16]2=[CH:19][C:20]([N+:23]([O-])=O)=[CH:21][CH:22]=[C:15]2[C:14]1=[O:26])C1C=CC=CC=1.C(OCC)(=O)C>C(OCC)(=O)C.CO.O1CCCC1.[OH-].[OH-].[Pd+2]>[NH2:23][C:20]1[CH:19]=[C:16]2[C:17](=[O:18])[N:13]([CH:12]([C:27]3[CH:32]=[CH:31][C:30]([O:33][CH3:34])=[C:29]([O:35][CH2:36][CH3:37])[CH:28]=3)[CH2:11][C:10]([NH:9][OH:8])=[O:38])[C:14](=[O:26])[C:15]2=[CH:22][CH:21]=1 |f:2.3.4,5.6.7|. Isolated yield 102.0%. The reactants are C(C1=CC=CC=C1)ONC(CC(N1C(C=2C(C1=O)=CC(=CC2)[N+](=O)[O-])=O)C2=CC(=C(C=C2)OC)OCC)=O (N-Benzyloxy-3-(3-ethoxy-4-methoxyphenyl)-3-(4-nitrophthalimido)-propionamide), C(C)(=O)OCC (ethyl acetate). Reagents/catalysts: [OH-].[OH-].[Pd+2] (Pd(OH)2/C). Solvent: C(C)(=O)OCC.CO.O1CCCC1 (ethyl acetate methanol tetrahydrofuran). Reported procedure: A mixture of N-Benzyloxy-3-(3-ethoxy-4-methoxyphenyl)-3-(4-nitrophthalimido)-propionamide (2.3 g, 4.42 mmol) and Pd(OH)2/C (600 mg) in ethyl acetate/methanol/tetrahydrofuran (150 mL each) was shaken under hydrogen. After 24 hours the suspension was filtered through a pad of Celite, and then was washed with methanol (30 mL) and methylene chloride (30 mL). The filtrate was concentrated in vacuo to give an oil. The oil was stirred with ethyl acetate (10 mL) to afford 3-(4-aminophthalimido)-3-(3-eth... Product: NC=1C=C2C(C(=O)N(C2=O)C(CC(=O)NO)C2=CC(=C(C=C2)OC)OCC)=CC1 (3-(4-aminophthalimido)-3-(3-ethoxy-4-methoxyphenyl)-N-hydroxypropionamide). The reactants are COCC=O, CN(C)C, Cc1cccc(C)c1N, CO, c1ccccc1. Product: COCC=Nc1c(C)cccc1C. RXN SMILES: [CH3:10][O:11][CH2:12][CH:13]=[O:14].[CH3:15][N:16]([CH3:17])[CH3:18].[CH3:1][c:2]1[cH:3][cH:4][cH:5][c:6]([CH3:7])[c:8]1[NH2:9].[CH3:25][OH:26].[cH:19]1[cH:20][cH:21][cH:22][cH:23][cH:24]1>>[CH3:1][c:2]1[cH:3][cH:4][cH:5][c:6]([CH3:7])[c:8]1[N:9]=[CH:13][CH2:12][O:11][CH3:10]. Reactants: C(C)(C)(C)OC(=O)N1CCC(CC1)OC1=C(C=C(C=C1F)[N+](=O)[O-])F (4-(1-t-butoxycarbonylpiperidin-4-yloxy)-3,5-difluoronitrobenzene). Reagents/catalysts: [Pd] (palladium on carbon). Solvent: C(C)O (ethanol). Run at time 1 hour. Product: C(C)(C)(C)OC(=O)N1CCC(CC1)OC1=C(C=C(N)C=C1F)F (4-(1-t-Butoxycarbonylpiperidin-4-yloxy)-3,5-difluoroaniline). The yield is 87.1%. Reaction SMILES: [C:1]([O:5][C:6]([N:8]1[CH2:13][CH2:12][CH:11]([O:14][C:15]2[C:20]([F:21])=[CH:19][C:18]([N+:22]([O-])=O)=[CH:17][C:16]=2[F:25])[CH2:10][CH2:9]1)=[O:7])([CH3:4])([CH3:3])[CH3:2]>C(O)C.[Pd]>[C:1]([O:5][C:6]([N:8]1[CH2:9][CH2:10][CH:11]([O:14][C:15]2[C:16]([F:25])=[CH:17][C:18]([NH2:22])=[CH:19][C:20]=2[F:21])[CH2:12][CH2:13]1)=[O:7])([CH3:4])([CH3:2])[CH3:3]. Procedure: To a solution of 4-(1-t-butoxycarbonylpiperidin-4-yloxy)-3,5-difluoronitrobenzene (2.13 g) in ethanol (40 ml) was added palladium on carbon (0.20 g) and the mixture was stirred under a hydrogen atmosphere at room temperature for 1 hour. The reaction mixture was filtered and the filtrate concentrated in vacuo. The residue was purified by chromatography on a silica gel column using hexane/ethyl acetate=2/1 as an eluant to give the desired compound (1.70 g, yield 87%) as a colorless solid.